This data is from the Open Reaction Database (ORD), a public repository of structured organic reaction records. The task is: describe an organic reaction: reactants, conditions, products, and yield Reactants: C(CCCCCC#C)(=O)O (oct-7-ynoic acid), OCC1(COC1)CCC (3-hydroxymethyl-3-n-propyloxetane). Yields the product C(CCCCC#C)C12OCC(CO1)(CO2)CCC (1-(Hept-6-ynyl)-4-n-propyl-2,6,7-trioxabicyclo[2.2.2]octane). As a reaction SMILES: [C:1]([OH:10])(=[O:9])[CH2:2][CH2:3][CH2:4][CH2:5][CH2:6][C:7]#[CH:8].[OH:11][CH2:12][C:13]1([CH2:17][CH2:18][CH3:19])[CH2:16]O[CH2:14]1>>[CH2:2]([C:1]12[O:11][CH2:12][C:13]([CH2:17][CH2:18][CH3:19])([CH2:16][O:10]1)[CH2:14][O:9]2)[CH2:3][CH2:4][CH2:5][CH2:6][C:7]#[CH:8]. Reported procedure: 1-(Hept-6-ynyl)-4-n-propyl-2,6,7-trioxabicyclo[2.2.2]octane was prepared from oct-7-ynoic acid and 3-hydroxymethyl-3-n-propyloxetane using methodology described in Example I. Starting materials: CC(=O)OC(C)=O, ClCCl, Cc1nc2c(OCc3c(Cl)ccc(N(C)C(=O)CN)c3Cl)cccc2n1C, c1ccncc1. Product: CC(=O)NCC(=O)N(C)c1ccc(Cl)c(COc2cccc3c2nc(C)n3C)c1Cl. As a reaction SMILES: [CH3:34][C:35](=[O:36])[O:37][C:38](=[O:39])[CH3:40].[Cl:41][CH2:42][Cl:43].[NH2:1][CH2:2][C:3](=[O:4])[N:5]([CH3:6])[c:7]1[c:8]([Cl:27])[c:9]([CH2:10][O:11][c:12]2[cH:13][cH:14][cH:15][c:16]3[n:17]([CH3:22])[c:18]([CH3:21])[n:19][c:20]23)[c:23]([Cl:26])[cH:24][cH:25]1.[cH:28]1[cH:29][cH:30][n:31][cH:32][cH:33]1>>[NH:1]([CH2:2][C:3](=[O:4])[N:5]([CH3:6])[c:7]1[c:8]([Cl:27])[c:9]([CH2:10][O:11][c:12]2[cH:13][cH:14][cH:15][c:16]3[n:17]([CH3:22])[c:18]([CH3:21])[n:19][c:20]23)[c:23]([Cl:26])[cH:24][cH:25]1)[C:35]([CH3:34])=[O:36]. The reactants are CCCCCCC (heptane), CO (MeOH), C1(CC1)S(=O)(=O)NC(=O)[C@@]1([C@@H](C1)C=C)NC(OC(C)(C)C)=O (t-butyl ((1R,2S)-1-{[(cyclopropylsulfonyl)amino]carbonyl}-2-vinylcyclopropyl)carbamate), CCCCCCC (heptane), crude product, CCCCCCC (heptane). Reagents/catalysts: [Ru] (Ru/C). The solvent is CCOC(=O)C (EtOAc). Run at temperature 40 celsius, time 20 hour. The product is C1(CC1)S(=O)(=O)NC(=O)[C@@]1([C@@H](C1)CC)NC(OC(C)(C)C)=O (t-butyl ((1R,2R)-1-{[(cyclopropylsulfonyl)amino]carbonyl}-2-ethylcyclopropyl)carbamate). Yield: 75.7%. RXN SMILES: CO.[CH:3]1([S:6]([NH:9][C:10]([C@@:12]2([NH:17][C:18](=[O:24])[O:19][C:20]([CH3:23])([CH3:22])[CH3:21])[CH2:14][C@H:13]2[CH:15]=[CH2:16])=[O:11])(=[O:8])=[O:7])[CH2:5][CH2:4]1.CCCCCCC>CCOC(C)=O.[Ru]>[CH:3]1([S:6]([NH:9][C:10]([C@@:12]2([NH:17][C:18](=[O:24])[O:19][C:20]([CH3:23])([CH3:22])[CH3:21])[CH2:14][C@H:13]2[CH2:15][CH3:16])=[O:11])(=[O:8])=[O:7])[CH2:5][CH2:4]1. Reported procedure: A hydrogenation vessel was charged with a MeOH (1000 mL) slurry of t-butyl ((1R,2S)-1-{[(cyclopropylsulfonyl)amino]carbonyl}-2-vinylcyclopropyl)carbamate (164 g, 0.50 mol) (U.S. Pat. No. 6,995,174) and 5% Ru/C (dry, 7.5 wt %, 12.4 g) and stirred. The vessel was placed under N2 (20 psi) and vented to atmospheric pressure (3×) to remove residual oxygen. The vessel was then placed under H2 (50 psi). After 20 hours, the vessel was vented to atmospheric pressure. The reaction slurry was then transfer... Starting materials: C1(CC1)N1C=C(C(C2=CC(=C(C(=C12)F)F)F)=O)C(=O)OC (methyl 1-cyclopropyl-6,7,8-trifluoro-1,4-dihydro-4-oxo-3-quinolinecarboxylate), I[Si](C)(C)C (iodotrimethylsilane), C(O)(O)=O.C(CCC)OC(=O)NC1CNCC1 (3-butoxycarbonylaminopyrrolidine bicarbonate). Run in ClCCl (dichloromethane), C(C)#N (acetonitrile). Yields the product C(CCC)OC(=O)NC1CN(CC1)C1=C(C=C2C(C(=CN(C2=C1F)C1CC1)C(=O)O)=O)F (7-[3-(butoxycarbonyl)amino-1-pyrrolidinyl]-1-cyclopropyl-6,8-difluoro-1,4-dihydro-4-oxo-3-quinolinecarboxylic acid). The yield is 82.5%. As a reaction SMILES: [CH:1]1([N:4]2[C:13]3[C:8](=[CH:9][C:10]([F:16])=[C:11](F)[C:12]=3[F:14])[C:7](=[O:17])[C:6]([C:18]([O:20]C)=[O:19])=[CH:5]2)[CH2:3][CH2:2]1.I[Si](C)(C)C.C(=O)(O)O.[CH2:31]([O:35][C:36]([NH:38][CH:39]1[CH2:43][CH2:42][NH:41][CH2:40]1)=[O:37])[CH2:32][CH2:33][CH3:34]>ClCCl.C(#N)C>[CH2:31]([O:35][C:36]([NH:38][CH:39]1[CH2:43][CH2:42][N:41]([C:11]2[C:12]([F:14])=[C:13]3[C:8]([C:7](=[O:17])[C:6]([C:18]([OH:20])=[O:19])=[CH:5][N:4]3[CH:1]3[CH2:3][CH2:2]3)=[CH:9][C:10]=2[F:16])[CH2:40]1)=[O:37])[CH2:32][CH2:33][CH3:34] |f:2.3|. Reported procedure: To a solution of 1.0 g (3.4 mmole) of methyl 1-cyclopropyl-6,7,8-trifluoro-1,4-dihydro-4-oxo-3-quinolinecarboxylate in 25 ml dichloromethane was added 0.6 ml (0.8 g, 4.2 mmole) of iodotrimethylsilane while stirring at room temperature under a nitrogen atmosphere. The mixture was warmed to reflux and stirred overnight. The reaction was cooled to room temperature, concentrated, and the residue taken up in 25 ml acetonitrile. To the resulting suspension was added a solution of 1.6 g (8.5 mmole) of ...